From a dataset of the Open Reaction Database (ORD), a public repository of structured organic reaction records. describe an organic reaction: reactants, conditions, products, and yield The reactants are C(OCC1=CC(=CC=C1)Br)(OC1=CC=C(C=C1)[N+](=O)[O-])=O (3-bromobenzyl 4-nitrophenyl carbonate), BrC=1C=C(C=CC1)CO ((3-bromophenyl)methanol), BrC=1C=CC(=NC1)CO ((5-bromopyridin-2-yl)methanol). Yields the product C(OCC1=NC=C(C=C1)Br)(OC1=CC=C(C=C1)[N+](=O)[O-])=O ((5-Bromopyridin-2-yl)methyl 4-nitrophenyl carbonate). As a reaction SMILES: [C:1](=O)([O:11][C:12]1[CH:17]=[CH:16][C:15]([N+:18]([O-:20])=[O:19])=[CH:14][CH:13]=1)[O:2]CC1C=CC=C(Br)C=1.BrC1C=C(CO)C=CC=1.[Br:31][C:32]1[CH:33]=[CH:34][C:35]([CH2:38][OH:39])=[N:36][CH:37]=1>>[C:1](=[O:2])([O:11][C:12]1[CH:13]=[CH:14][C:15]([N+:18]([O-:20])=[O:19])=[CH:16][CH:17]=1)[O:39][CH2:38][C:35]1[CH:34]=[CH:33][C:32]([Br:31])=[CH:37][N:36]=1. Procedure details: The title compound was prepared using a procedure analogous to 3-bromobenzyl 4-nitrophenyl carbonate except that (3-bromophenyl)methanol was replaced with (5-bromopyridin-2-yl)methanol. LCMS, [M+H]+=352.9. Starting materials: O=S1CCN(c2nc(Cl)nc3c(SCc4ccccc4)ncnc23)CC1, NCCN. The product is NCCNc1nc(N2CCS(=O)CC2)c2ncnc(SCc3ccccc3)c2n1. Reaction SMILES: [CH2:1]([c:2]1[cH:3][cH:4][cH:5][cH:6][cH:7]1)[S:8][c:9]1[n:10][cH:11][n:12][c:13]2[c:14]1[n:15][c:16]([Cl:26])[n:17][c:18]2[N:19]1[CH2:20][CH2:21][S:22](=[O:25])[CH2:23][CH2:24]1.[NH2:27][CH2:28][CH2:29][NH2:30]>>[CH2:1]([c:2]1[cH:3][cH:4][cH:5][cH:6][cH:7]1)[S:8][c:9]1[n:10][cH:11][n:12][c:13]2[c:14]1[n:15][c:16]([NH:30][CH2:29][CH2:28][NH2:27])[n:17][c:18]2[N:19]1[CH2:20][CH2:21][S:22](=[O:25])[CH2:23][CH2:24]1. Starting materials: C(C(C)(C)C)(=O)NN(C(=O)NNCC1=CC=CC=C1)CC1=CC=CC=C1 (N-(3-Pivaloyl-2-benzylcarbazoyl)-N'-benzylhydrazine), COC([C@@H](N)CC1=CNC=N1)=O (L-histidine methyl ester). Yields the product COC([C@@H](N(C(N(N)CC1=CC=CC=C1)=O)C(N(NC(C(C)(C)C)=O)CC1=CC=CC=C1)=O)CC1=CNC=N1)=O ((3-pivaloyl-2-benzylcarbazoyl)-2-benzylcarbazoyl-L-histidine methyl ester). Reaction SMILES: [C:1]([NH:7][N:8]([CH2:20][C:21]1[CH:26]=[CH:25][CH:24]=[CH:23][CH:22]=1)[C:9]([NH:11]NCC1C=CC=CC=1)=[O:10])(=[O:6])[C:2]([CH3:5])([CH3:4])[CH3:3].[CH3:27][O:28][C:29](=[O:38])[C@H:30]([CH2:32][C:33]1[N:37]=[CH:36][NH:35][CH:34]=1)N>>[CH3:27][O:28][C:29](=[O:38])[C@H:30]([CH2:32][C:33]1[N:37]=[CH:36][NH:35][CH:34]=1)[N:11]([C:9](=[O:10])[N:8]([CH2:20][C:21]1[CH:22]=[CH:23][CH:24]=[CH:25][CH:26]=1)[NH:7][C:1](=[O:6])[C:2]([CH3:3])([CH3:4])[CH3:5])[C:9](=[O:10])[N:8]([CH2:20][C:21]1[CH:22]=[CH:23][CH:24]=[CH:25][CH:26]=1)[NH2:7]. Procedure: N-(3-Pivaloyl-2-benzylcarbazoyl)-N'-benzylhydrazine and L-histidine methyl ester are treated in the same manner as described in Example 13 to give 3 (3-pivaloyl-2-benzylcarbazoyl)-2-benzylcarbazoyl-L-histidine methyl ester. Starting materials: ClCCN1CCCC1 (1-(2-chloroethyl)pyrrolidine), OC1=CC=C(C=O)C=C1 (4-hydroxybenzaldehyde), C([O-])([O-])=O.[K+].[K+] (potassium carbonate). The solvent is CN(C)C=O (DMF), O (H2O). Conditions: temperature 60 celsius. Yields the product N1(CCCC1)CCOC1=CC=C(C=O)C=C1 (4-(2-(pyrrolidin-1-yl)ethoxy)benzaldehyde). The yield is 54.5%. As a reaction SMILES: Cl[CH2:2][CH2:3][N:4]1[CH2:8][CH2:7][CH2:6][CH2:5]1.[OH:9][C:10]1[CH:17]=[CH:16][C:13]([CH:14]=[O:15])=[CH:12][CH:11]=1.C(=O)([O-])[O-].[K+].[K+]>CN(C=O)C.O>[N:4]1([CH2:3][CH2:2][O:9][C:10]2[CH:17]=[CH:16][C:13]([CH:14]=[O:15])=[CH:12][CH:11]=2)[CH2:8][CH2:7][CH2:6][CH2:5]1 |f:2.3.4|. Procedure: A mixture of 1-(2-chloroethyl)pyrrolidine (1.19 g, 8.83 mmol), 4-hydroxybenzaldehyde (1.02 g, 8.33 mmol), and potassium carbonate (2.30 g, 16.7 mmol) in DMF (5 mL) was heated at 60° C. overnight. The reaction mixture was diluted with H2O and extracted with ethyl acetate (2×50 mL). The combined organic extracts were washed (50 mL brine), dried over Na2SO4, and concentrated. The crude material was purified on a silica gel column to yield 4-(2-(pyrrolidin-1-yl)ethoxy)benzaldehyde (996 mg, 53%). 1H ... As a reaction SMILES: [Si:1](Cl)([C:4]([CH3:7])([CH3:6])[CH3:5])([CH3:3])[CH3:2].[CH2:9]([O:16][C:17]([NH:19][CH:20]([CH3:23])[CH2:21][OH:22])=[O:18])[C:10]1[CH:15]=[CH:14][CH:13]=[CH:12][CH:11]=1.N1C=CN=C1>CN(C)C=O>[Si:1]([O:22][CH2:21][CH:20]([NH:19][C:17](=[O:18])[O:16][CH2:9][C:10]1[CH:15]=[CH:14][CH:13]=[CH:12][CH:11]=1)[CH3:23])([C:4]([CH3:7])([CH3:6])[CH3:5])([CH3:3])[CH3:2]. The solvent is CN(C=O)C (dimethylformamide), CN(C=O)C (dimethylformamide). Product: [Si](C)(C)(C(C)(C)C)OCC(C)NC(OCC1=CC=CC=C1)=O (Benzyl N-(2-t -Butyldimethylsilyloxy-1-methylethyl)carbamate). Reactants: C(C1=CC=CC=C1)OC(=O)NC(CO)C (2-benzyloxycarbonylaminopropanol), N1C=NC=C1 (imidazole), [Si](C)(C)(C(C)(C)C)Cl (t-butyldimethylsilyl chloride). Conditions: time 6.5 hour. Isolated yield 96.6%. Procedure: A solution of 13.72 g of t-butyldimethylsilyl chloride in 50 ml of dimethylformamide was added dropwise, whilst ice-cooling, to a mixture of 16.0 g of 2-benzyloxycarbonylaminopropanol (prepared as described in Preparation 7), 12.39 g of imidazole and 150 ml of dimethylformamide. The mixture was then stirred at room temperature for 6.5 hours. At the end of this time, the dimethylformamide was removed from the reaction mixture by evaporation under reduced pressure, and water was added to the resul... Reactants: C(C)(=O)O (acetic acid), free base, C(C(=O)O)(=O)O.C(C)OC(CC1=CC=C(C=C1)OCCCN1CCC(CC1)C(O)(C1=CC=C(C=C1)F)C1=CC=C(C=C1)F)=O (4-[3-[4-[bis(4-fluorophenyl)hydroxymethyl]-1-piperidinyl]propoxy]benzeneacetic acid ethyl ester oxalate), [OH-].[K+] (potassium hydroxide), O (water). The solvent is ice water, C(C)O (ethanol). Conditions: time 8 hour. Product: O.FC1=CC=C(C=C1)C(C1CCN(CC1)CCCOC1=CC=C(C=C1)CC(=O)O)(O)C1=CC=C(C=C1)F (4-[3-[4-[Bis(4-fluorophenyl)hydroxymethyl]-1-piperidinyl]propoxy]benzeneacetic acid hydrate). Isolated yield 78.0%. As a reaction SMILES: C(O)(=O)C(O)=[O:3].C([O:9][C:10](=[O:44])[CH2:11][C:12]1[CH:17]=[CH:16][C:15]([O:18][CH2:19][CH2:20][CH2:21][N:22]2[CH2:27][CH2:26][CH:25]([C:28]([C:37]3[CH:42]=[CH:41][C:40]([F:43])=[CH:39][CH:38]=3)([C:30]3[CH:35]=[CH:34][C:33]([F:36])=[CH:32][CH:31]=3)[OH:29])[CH2:24][CH2:23]2)=[CH:14][CH:13]=1)C.[OH-].[K+].O.C(O)(=O)C>C(O)C>[OH2:3].[F:43][C:40]1[CH:39]=[CH:38][C:37]([C:28]([C:30]2[CH:35]=[CH:34][C:33]([F:36])=[CH:32][CH:31]=2)([OH:29])[CH:25]2[CH2:26][CH2:27][N:22]([CH2:21][CH2:20][CH2:19][O:18][C:15]3[CH:16]=[CH:17][C:12]([CH2:11][C:10]([OH:44])=[O:9])=[CH:13][CH:14]=3)[CH2:23][CH2:24]2)=[CH:42][CH:41]=1 |f:0.1,2.3,7.8|. Procedure details: A mixture of 3.7 g (0.0073 mole) of the free base of 4-[3-[4-[bis(4-fluorophenyl)hydroxymethyl]-1-piperidinyl]propoxy]benzeneacetic acid ethyl ester oxalate [1:1], 0.8 g (0.0145 mole) of potassium hydroxide, 10 ml of water and 50 ml of 95% ethanol was heated at reflux under a nitrogen atmosphere for 1.5 hr. The solution was poured into a mixture of 1.3 g (0.022 mole) of glacial acetic acid in 500 ml of ice water and let stand at ambient temperature overnight. The solid which had precipitated was... The reactants are C(=C)C1=CC=C(C=C1)B(O)O (4-Vinyl-phenylboronic acid), BrC1=NC=CC=C1 (2-bromopyridine), O1CCCC1 (tetrahydrofuran), C([O-])([O-])=O.[K+].[K+] (potassium carbonate). The reagents and catalysts are [Pd].C1(=CC=CC=C1)P(C1=CC=CC=C1)C1=CC=CC=C1.C1(=CC=CC=C1)P(C1=CC=CC=C1)C1=CC=CC=C1.C1(=CC=CC=C1)P(C1=CC=CC=C1)C1=CC=CC=C1.C1(=CC=CC=C1)P(C1=CC=CC=C1)C1=CC=CC=C1 (tetrakis(triphenylphosphine) palladium). Solvent: O (water). Run at temperature 80 celsius, time 30 minute. Product: C(=C)C1=CC=C(C=C1)C1=NC=CC=C1 (2-(4-vinyl-phenyl)pyridine). Yield: 90.0%. Reaction SMILES: [CH:1]([C:3]1[CH:8]=[CH:7][C:6](B(O)O)=[CH:5][CH:4]=1)=[CH2:2].Br[C:13]1[CH:18]=[CH:17][CH:16]=[CH:15][N:14]=1.O1CCCC1.C(=O)([O-])[O-].[K+].[K+]>O.[Pd].C1(P(C2C=CC=CC=2)C2C=CC=CC=2)C=CC=CC=1.C1(P(C2C=CC=CC=2)C2C=CC=CC=2)C=CC=CC=1.C1(P(C2C=CC=CC=2)C2C=CC=CC=2)C=CC=CC=1.C1(P(C2C=CC=CC=2)C2C=CC=CC=2)C=CC=CC=1>[CH:1]([C:3]1[CH:8]=[CH:7][C:6]([C:13]2[CH:18]=[CH:17][CH:16]=[CH:15][N:14]=2)=[CH:5][CH:4]=1)=[CH2:2] |f:3.4.5,7.8.9.10.11|. Procedure details: 4-Vinyl-phenylboronic acid (10 g, 0.0676 mol), 2-bromopyridine (12.64 g, 0.08 mol), tetrahydrofuran (100 ml), 2M potassium carbonate aqueous Solution (26 ml), and tetrakis(triphenylphosphine) palladium (Pd(Ph3)4, 0.06 g, 1 mol %) were placed into 250 ml of 2-necked round-bottomed flask under N2. The reaction mixture was refluxed at 80° C. for 24 hr and then poured in 200 ml of water in beaker. The reaction mixture was extracted with ether (3×150 ml) and the ether layer was then dried over magnes... The reactants are COc1cc(N2CCN(C(=O)CCl)CC2)ccc1Cl, c1ccc2[nH]cnc2c1. Yields the product COc1cc(N2CCN(C(=O)Cn3cnc4ccccc43)CC2)ccc1Cl. RXN SMILES: [Cl:1][CH2:2][C:3](=[O:4])[N:5]1[CH2:6][CH2:7][N:8]([c:11]2[cH:12][c:13]([O:18][CH3:19])[c:14]([Cl:17])[cH:15][cH:16]2)[CH2:9][CH2:10]1.[n:20]1[cH:21][nH:22][c:23]2[c:24]1[cH:25][cH:26][cH:27][cH:28]2>>[CH2:2]([C:3](=[O:4])[N:5]1[CH2:6][CH2:7][N:8]([c:11]2[cH:12][c:13]([O:18][CH3:19])[c:14]([Cl:17])[cH:15][cH:16]2)[CH2:9][CH2:10]1)[n:20]1[cH:21][n:22][c:23]2[c:24]1[cH:25][cH:26][cH:27][cH:28]2. The reactants are BrC=1C=CC(=C(C1)C1(COC(C(N1)=O)C)C(F)F)F (5-(5-bromo-2-fluoro-phenyl)-5-difluoromethyl-2-methyl-morpholin-3-one), P12(=S)SP3(=S)SP(=S)(S1)SP(=S)(S2)S3 (phosphorus pentasulfide). Solvent: N1=CC=CC=C1 (pyridine). Reaction conditions: temperature 80 celsius. Product: BrC=1C=CC(=C(C1)C1(COC(C(N1)=S)C)C(F)F)F (5-(5-Bromo-2-fluoro-phenyl)-5-difluoromethyl-2-methyl-morpholine-3-thione). Yield: 102.0%. Reaction SMILES: [Br:1][C:2]1[CH:3]=[CH:4][C:5]([F:19])=[C:6]([C:8]2([CH:16]([F:18])[F:17])[NH:13][C:12](=O)[CH:11]([CH3:15])[O:10][CH2:9]2)[CH:7]=1.P12(SP3(SP(SP(S3)(S1)=S)(=S)S2)=S)=[S:21]>N1C=CC=CC=1>[Br:1][C:2]1[CH:3]=[CH:4][C:5]([F:19])=[C:6]([C:8]2([CH:16]([F:18])[F:17])[NH:13][C:12](=[S:21])[CH:11]([CH3:15])[O:10][CH2:9]2)[CH:7]=1. Procedure: To a solution of 5-(5-bromo-2-fluoro-phenyl)-5-difluoromethyl-2-methyl-morpholin-3-one (659 mg, 1.949 mmol) in 6.6 mL pyridine was added phosphorus pentasulfide (433 mg, 1.949 mmol) and the mixture was heated to 80° C. for 120 minutes. The reaction mixture was cooled to room temperature and partitioned between 0.1 N NaOH and EtOAc. The layers were separated, washed with brine and EtOAc. The combined organic layers were dried over MgSO4.H2O and evaporated to give 704 mg of the title compound as a... The reactants are BrC1=C(C(=CC=C1)[N+](=O)[O-])O (2-bromo-6-nitrophenol), ClC(F)F (chlorodifluoromethane), [OH-].[Na+] (sodium hydroxide), O1CCOCC1 (1,4-dioxane). Run in O (water). Reaction conditions: temperature 80 celsius, time 11 hour. Product: BrC=1C(=C(C=CC1)[N+](=O)[O-])OC(F)F (3-bromo-2-difluoromethoxynitrobenzene). Isolated yield 33.4%. RXN SMILES: [Br:1][C:2]1[CH:7]=[CH:6][CH:5]=[C:4]([N+:8]([O-:10])=[O:9])[C:3]=1[OH:11].[OH-].[Na+].O1CCOCC1.Cl[CH:21]([F:23])[F:22]>O>[Br:1][C:2]1[C:3]([O:11][CH:21]([F:23])[F:22])=[C:4]([N+:8]([O-:10])=[O:9])[CH:5]=[CH:6][CH:7]=1 |f:1.2|. Reported procedure: Into a 200-ml four-necked flask provided with a reflux condenser, a stirrer and a thermometer were fed 4.36 g (0.02 mol) of 2-bromo-6-nitrophenol, 16.7 g (0.1 mol) of 24% sodium hydroxide, 20 ml of 1,4-dioxane and 7 ml of water. The mixture was heated to 80° C. The mixture was stirred at that temperature for 11 hours with heating while chlorodifluoromethane (flon 22) was blown thereinto from a bomb. The reaction mixture was cooled and then subjected to extraction two times each using 20 ml of et...